The task is: describe an organic reaction: reactants, conditions, products, and yield. This data is from the Open Reaction Database (ORD), a public repository of structured organic reaction records. Reactants: C#N (hydrocyanic acid), C([O-])([O-])=O.[NH4+].[NH4+] (ammonium carbonate), CO.O (methanol water), C1(=CC=CC=C1)CCC(C)O (4-phenyl-2-butanol). Conditions: temperature 40 celsius, time 2.5 hour. Product: CC1(C(NC(N1)=O)=O)CCC1=CC=CC=C1 (5-methyl-5-phenethyl-hydantoin). As a reaction SMILES: [C:1](=[O:4])([O-])[O-].[NH4+:5].[NH4+:6].C#N.[C:9]1([CH2:15][CH2:16][CH:17](O)[CH3:18])[CH:14]=[CH:13][CH:12]=[CH:11][CH:10]=1.[CH3:20][OH:21].O>>[CH3:18][C:17]1([CH2:16][CH2:15][C:9]2[CH:14]=[CH:13][CH:12]=[CH:11][CH:10]=2)[NH:6][C:20](=[O:21])[NH:5][C:1]1=[O:4] |f:0.1.2,5.6|. Procedure: A suspension of 144.1 g (1.5 Mol) ammonium carbonate in 800 ml methanol/water 1:1 mixture is prepared in a 2 liter three-necked flask. At a temperature of 20° C. 43.2 ml (1.1 Mol) hydrocyanic acid are added within 1 minute. 152.8 g (1.0 Mol) 4-phenyl-2-butanol (benzyl acetone) are then added dropwise, leading to a slight exothermic reaction (temperature increase to ca. 30° C.). The white emulsion is maintained at 40° C. for 1 hour and then for 2.5 hours at 60° C. The precipitate is suction filte...